This data is from the Open Reaction Database (ORD), a public repository of structured organic reaction records. The task is: describe an organic reaction: reactants, conditions, products, and yield The reactants are NC1=C(C(=O)N(CC)CC)C=C(C=C1)C=1C=NN(C1)CCCO (2-amino-N,N-diethyl-5-[1-(3-hydroxypropyl)-1H-pyrazol-4-yl]benzamide), CC1(OC[C@@H](O1)CN1N=CC(=C1)B1OC(C(O1)(C)C)(C)C)C (1-{[(4S)-2,2-dimethyl-1,3-dioxolan-4-yl]methyl}-4-(4,4,5,5-tetramethyl-1,3,2-dioxaborolan-2-yl)-1H-pyrazole), CC1(OC[C@@H](O1)CN1N=CC(=C1)B1OC(C(O1)(C)C)(C)C)C (1-{[(4S)-2,2-dimethyl-1,3-dioxolan-4-yl]methyl}-4-(4,4,5,5-tetramethyl-1,3,2-dioxaborolan-2-yl)-1H-pyrazole), BrC1=C2CN(C(C2=C(C=C1)[N+](=O)[O-])=O)C (4-bromo-2-methyl-7-nitro-2,3-dihydro-isoindol-1-one), CC1(OB(OC1(C)C)C=1C=NN(C1)CCCO)C (3-[4-(4,4,5,5-tetramethyl-1,3,2-dioxaborolan-2-yl)-1H-pyrazol-1-yl]propan-1-ol). Product: CC1(OC[C@@H](O1)CN1N=CC(=C1)C1=C2CN(C(C2=C(C=C1)[N+](=O)[O-])=O)C)C (4-(1-{[(4S)-2,2-dimethyl-1,3-dioxolan-4-yl]methyl}-1H-pyrazol-4-yl)-2-methyl-7-nitro-2,3-dihydro-1H-isoindol-1-one). The yield is 99.0%. Reaction SMILES: NC1C=CC(C2C=NN(CCCO)C=2)=CC=1C(N(CC)CC)=O.Br[C:25]1[CH:33]=[CH:32][C:31]([N+:34]([O-:36])=[O:35])=[C:30]2[C:26]=1[CH2:27][N:28]([CH3:38])[C:29]2=[O:37].CC1(C)C(C)(C)OB(C2C=NN(CCCO)C=2)O1.[CH3:57][C:58]1([CH3:78])[O:62][C@@H:61]([CH2:63][N:64]2[CH:68]=[C:67](B3OC(C)(C)C(C)(C)O3)[CH:66]=[N:65]2)[CH2:60][O:59]1>>[CH3:57][C:58]1([CH3:78])[O:62][C@@H:61]([CH2:63][N:64]2[CH:68]=[C:67]([C:25]3[CH:33]=[CH:32][C:31]([N+:34]([O-:36])=[O:35])=[C:30]4[C:26]=3[CH2:27][N:28]([CH3:38])[C:29]4=[O:37])[CH:66]=[N:65]2)[CH2:60][O:59]1. Reported procedure: Prepared analogously to Compound 3C replacing Compound 3D with Compound 1L and Compound 3E with 1-{[(4S)-2,2-dimethyl-1,3-dioxolan-4-yl]methyl}-4-(4,4,5,5-tetramethyl-1,3,2-dioxaborolan-2-yl)-1H-pyrazole (Compound 5E) to afford 1.96 g of the desired product (99%). 1H NMR (400 MHz, CDCl3) δ 7.79-7.85 (m, 2H), 7.74-7.80 (m, 1H), 7.65-7.73 (m, 1H), 4.46-4.58 (m, 3H), 4.36 (dd, J=5.05, 13.39 Hz, 2H), 4.14 (dd, J=6.44, 8.72 Hz, 1H), 3.83 (dd, J=6.06, 8.59 Hz, 1H), 3.24 (s, 3H), 1.34-1.44 (m, 6H). MS ... Starting materials: BrC=1C=C2C=3N(C(C(NC3C1)=O)=O)[C@@H](CC2)CC(NC2=C(C=C(C=C2)CNC(=O)OC(C)(C)C)CCCC(=O)O)=O ((S)-9-Bromo-5-[p-tert-butoxycarbonylaminomethyl-o-(3-carboxypropyl) phenylcarbamoylmethyl]-6,7-dihydro-1H, 5H-pyrido[1,2,3-de]quinoxaline-2,3-dione), Cl (hydrogen chloride). The solvent is O1CCOCC1 (1,4-dioxane), O1CCOCC1 (1,4-dioxane). Run at time 20 hour. The product is Cl.BrC=1C=C2C=3N(C(C(NC3C1)=O)=O)[C@@H](CC2)CC(NC2=C(C=C(C=C2)CN)CCCC(=O)O)=O ((S)-9-Bromo-5-[p-aminomethyl-o-(3-carboxypropyl)phenylcarbamoylmethyl]-6,7-dihydro-1H, 5H-pyrido[1,2,3-de]quinoxaline-2,3-dione hydrochloride). The yield is 97.0%. As a reaction SMILES: [Br:1][C:2]1[CH:3]=[C:4]2[CH2:16][CH2:15][C@@H:14]([CH2:17][C:18](=[O:41])[NH:19][C:20]3[CH:25]=[CH:24][C:23]([CH2:26][NH:27]C(OC(C)(C)C)=O)=[CH:22][C:21]=3[CH2:35][CH2:36][CH2:37][C:38]([OH:40])=[O:39])[N:6]3[C:7](=[O:13])[C:8](=[O:12])[NH:9][C:10]([CH:11]=1)=[C:5]23.[ClH:42]>O1CCOCC1>[ClH:42].[Br:1][C:2]1[CH:3]=[C:4]2[CH2:16][CH2:15][C@@H:14]([CH2:17][C:18](=[O:41])[NH:19][C:20]3[CH:25]=[CH:24][C:23]([CH2:26][NH2:27])=[CH:22][C:21]=3[CH2:35][CH2:36][CH2:37][C:38]([OH:40])=[O:39])[N:6]3[C:7](=[O:13])[C:8](=[O:12])[NH:9][C:10]([CH:11]=1)=[C:5]23 |f:3.4|. Procedure details: To a solution of (S)-9-Bromo-5-[p-tert-butoxycarbonylaminomethyl-o-(3-carboxypropyl) phenylcarbamoylmethyl]-6,7-dihydro-1H, 5H-pyrido[1,2,3-de]quinoxaline-2,3-dione (103 mg, 0.164 mmol)in 1,4-dioxane (5 mL) was added 4N hydrogen chloride in 1,4-dioxane (5 mL) at room temperature. The mixture was stirred for 20 h at room temperature and concentrated. The residual solid was dried in vacuo to give 90 mg of the title compound (97%). The reactants are ClC=1C2=C(N=C(N1)C1=C(C=CC(=C1)Cl)F)CCO2 (4-chloro-2-(5-chloro-2-fluorophenyl)-6,7-dihydrofuro[3,2-d]-pyrimidine), I (HI), [Na+].[I-] (NaI). Run in O (water). Run at time 8 hour. The product is crude residue, ClC=1C=CC(=C(C1)C=1N=C(C2=C(N1)CCO2)I)F (2-(5-chloro-2-fluorophenyl)-4-iodo-6,7-dihydrofuro[3,2-d]pyrimidine). Reaction SMILES: Cl[C:2]1[C:3]2[O:18][CH2:17][CH2:16][C:4]=2[N:5]=[C:6]([C:8]2[CH:13]=[C:12]([Cl:14])[CH:11]=[CH:10][C:9]=2[F:15])[N:7]=1.[IH:19].[Na+].[I-]>O>[Cl:14][C:12]1[CH:11]=[CH:10][C:9]([F:15])=[C:8]([C:6]2[N:7]=[C:2]([I:19])[C:3]3[O:18][CH2:17][CH2:16][C:4]=3[N:5]=2)[CH:13]=1 |f:2.3|. Procedure details: To a suspension of 4-chloro-2-(5-chloro-2-fluorophenyl)-6,7-dihydrofuro[3,2-d]-pyrimidine (80 mg, 0.28 mmol, 1 eq) in a 57% HI solution in water (2 ml) at rt. was added NaI (206 mg, 1.41 mmol, 5 eq). The reaction mixture was stirred at r.t. overnight and then poured onto ice. The product was extracted with chloroform and the aqueous layer was neutralized with NaHCO3 and extracted further with more chloroform. The organic layers were combined washed with brine, dried (MgSO4), filtered and evapora...